From a dataset of the Open Reaction Database (ORD), a public repository of structured organic reaction records. describe an organic reaction: reactants, conditions, products, and yield Starting materials: solution, C(CCC)[Li] (butyllithium), BrC1=CC=C(C=C1)C (4-bromotoluene), IC1=C(C(=O)OC)C=CC=C1 (methyl 2-iodobenzoate), solution. The reagents and catalysts are C=1C=CC(=CC1)[P](C=2C=CC=CC2)(C=3C=CC=CC3)[Pd]([P](C=4C=CC=CC4)(C=5C=CC=CC5)C=6C=CC=CC6)([P](C=7C=CC=CC7)(C=8C=CC=CC8)C=9C=CC=CC9)[P](C=1C=CC=CC1)(C=1C=CC=CC1)C=1C=CC=CC1 (tetrakis(triphenylphosphine)palladium), [Cl-].[Zn+2].[Cl-] (zinc chloride). The solvent is O1CCCC1 (THF), CCCCCC (hexane), O1CCCC1 (tetrahydrofuran), O1CCCC1 (THF), CCOCC (ether). Reaction conditions: temperature -78 celsius, time 15 minute. Product: CC1=CC=C(C=C1)C=1C(=CC=CC1)C(=O)OC (methyl 4'methylbiphenyl-2-carboxylate). Isolated yield 83.5%. Reaction SMILES: C([Li])CCC.Br[C:7]1[CH:12]=[CH:11][C:10]([CH3:13])=[CH:9][CH:8]=1.I[C:15]1[CH:24]=[CH:23][CH:22]=[CH:21][C:16]=1[C:17]([O:19][CH3:20])=[O:18]>CCCCCC.O1CCCC1.CCOCC.[Cl-].[Zn+2].[Cl-].C1C=CC([P]([Pd]([P](C2C=CC=CC=2)(C2C=CC=CC=2)C2C=CC=CC=2)([P](C2C=CC=CC=2)(C2C=CC=CC=2)C2C=CC=CC=2)[P](C2C=CC=CC=2)(C2C=CC=CC=2)C2C=CC=CC=2)(C2C=CC=CC=2)C2C=CC=CC=2)=CC=1>[CH3:13][C:10]1[CH:11]=[CH:12][C:7]([C:15]2[C:16]([C:17]([O:19][CH3:20])=[O:18])=[CH:21][CH:22]=[CH:23][CH:24]=2)=[CH:8][CH:9]=1 |f:6.7.8,^1:47,49,68,87|. Reported procedure: A 1.6M solution of butyllithium in hexane (24.0 ml) was added dropwise to a stirred solution of 4-bromotoluene (6.0 g) in dry tetrahydrofuran (THF) (50 ml) at -78° C. under an atmosphere of argon. The temperature was maintained at -78° C. for 20 minutes and then a 1M solution of anhydrous zinc chloride in ether (38.6 ml) was added. The solution was kept at -78° C. for 15 minutes, and then tetrakis(triphenylphosphine)palladium (60 mg) in THF (5 ml) was added, followed by methyl 2-iodobenzoate (6.... Reactants: CO, ClCCl, Cl, NC(=O)C1(NC(=O)c2ccccc2Cl)CCCC1, [Na+], [OH-]. The product is O=C1NC(c2ccccc2Cl)=NC12CCCC2. RXN SMILES: [CH3:22][OH:23].[Cl:24][CH2:25][Cl:26].[ClH:21].[NH2:1][C:2](=[O:3])[C:4]1([NH:9][C:10]([c:11]2[c:12]([Cl:17])[cH:13][cH:14][cH:15][cH:16]2)=[O:18])[CH2:5][CH2:6][CH2:7][CH2:8]1.[Na+:20].[OH-:19]>>[NH:1]1[C:2](=[O:3])[C:4]2([CH2:5][CH2:6][CH2:7][CH2:8]2)[N:9]=[C:10]1[c:11]1[c:12]([Cl:17])[cH:13][cH:14][cH:15][cH:16]1. The reagents and catalysts are C1=CC=C(C=C1)P([C-]2C=CC=C2)C3=CC=CC=C3.C1=CC=C(C=C1)P([C-]2C=CC=C2)C3=CC=CC=C3.Cl[Pd]Cl.[Fe+2] (Pd(dppf)Cl2). Reported procedure: 0.5 mol of a 25% strength by weight 4-methylphenylmagnesium chloride/THF solution is added dropwise in the course of 30 minutes to a boiling solution of 0.5 mol of 1,4-bromochlorobenzene and 0.0025 g of Pd(dppf)Cl2 *CH2Cl2 in 100 ml of THF. After stirring under reflux for four hours, the mixture is hydrolyzed with dilute sulfuric acid (conversion 99%, selectivitity 97%). The organic phase is freed from the solvent by distillation. The crude 4-chloro-4'-methylbiphenyl thus obtained is recrystalli... Run in C1CCOC1 (THF). Yields the product ClC1=CC=C(C=C1)C1=CC=C(C=C1)C (4-chloro-4'-methylbiphenyl). RXN SMILES: [CH3:1][C:2]1[CH:7]=[CH:6][C:5]([Mg]Cl)=[CH:4][CH:3]=1.C1COCC1.[CH:15]1[C:20]([Cl:21])=[CH:19][CH:18]=[C:17](Br)[CH:16]=1.S(=O)(=O)(O)O>C1COCC1.C1C=CC(P(C2C=CC=CC=2)[C-]2C=CC=C2)=CC=1.C1C=CC(P(C2C=CC=CC=2)[C-]2C=CC=C2)=CC=1.Cl[Pd]Cl.[Fe+2]>[Cl:21][C:20]1[CH:19]=[CH:18][C:17]([C:5]2[CH:6]=[CH:7][C:2]([CH3:1])=[CH:3][CH:4]=2)=[CH:16][CH:15]=1 |f:0.1,5.6.7.8|. Reactants: CC1=CC=C(C=C1)[Mg]Cl.C1CCOC1 (4-methylphenylmagnesium chloride THF), C1=CC(=CC=C1Cl)Br (1,4-bromochlorobenzene), S(O)(O)(=O)=O (sulfuric acid).